Dataset: the Open Reaction Database (ORD), a public repository of structured organic reaction records. Task: describe an organic reaction: reactants, conditions, products, and yield Yields the product crude product, ClC1=NC=C(C2=CC(=CC=C12)OC)OCC(F)F (1-chloro-4-(2,2-difluoroethoxy)-6-methoxyisoquinoline). Starting materials: C([O-])([O-])=O.[K+].[K+] (Potassium carbonate), ClC1=NC=C(C2=CC(=CC=C12)OC)O (1-chloro-6-methoxyisoquinolin-4-ol), BrCC(F)F (2-bromo-1,1-difluoroethane). The yield is 82.4%. The solvent is O (water). RXN SMILES: C(=O)([O-])[O-].[K+].[K+].[Cl:7][C:8]1[C:17]2[C:12](=[CH:13][C:14]([O:18][CH3:19])=[CH:15][CH:16]=2)[C:11]([OH:20])=[CH:10][N:9]=1.Br[CH2:22][CH:23]([F:25])[F:24]>O>[Cl:7][C:8]1[C:17]2[C:12](=[CH:13][C:14]([O:18][CH3:19])=[CH:15][CH:16]=2)[C:11]([O:20][CH2:22][CH:23]([F:25])[F:24])=[CH:10][N:9]=1 |f:0.1.2|. Conditions: temperature 50 celsius, time 3 hour. Procedure: Potassium carbonate (659 mg, 4.77 mmol) was added to a solution of 1-chloro-6-methoxyisoquinolin-4-ol (500 mg, 2.385 mmol) and 2-bromo-1,1-difluoroethane (346 mg, 2.385 mmol) and stirred for 3 hrs at 50° C. After 3 hrs, the reaction was diluted with water and extracted with EtOAc. The organic layer was washed with water (2×) followed by brine. The organic layer was collected, dried over MgSO4, filtered and evaporated to give the crude product 1-chloro-4-(2,2-difluoroethoxy)-6-methoxyisoquinoline... Isolated yield 78.3%. Yields the product IC1=NN(C=C1CC1(CCN(CC1)C(=O)OC(C)(C)C)C(=O)OCC)C(C)C (1-tert-butyl 4-ethyl 4-((3-iodo-1-isopropyl-1H-pyrazol-4-yl)methyl)piperidine-1,4-dicarboxylate). Reported procedure: A solution of 1-tert-butyl 4-ethyl piperidine-1,4-dicarboxylate (0.54 mL, 2.11 mmol) in tetrahydrofuran (15 mL) in a dry 100 mL round bottom flask under nitrogen was cooled to −78° C. and then treated with lithium bis(trimethylsilyl)amide (1 M toluene, 2.13 mL, 2.13 mmol). After stirring for 45 minutes at −78° C., 4-(bromomethyl)-3-iodo-1-isopropyl-1H-pyrazole (535 mg, 1.63 mmol) was added as a suspension in 10 mL tetrahydrofuran. The mixture was stirred 1 hour at −78° C. and then allowed to sti... The reactants are C[Si](C)(C)[N-][Si](C)(C)C.[Li+] (lithium bis(trimethylsilyl)amide), N1(CCC(CC1)C(=O)OCC)C(=O)OC(C)(C)C (1-tert-butyl 4-ethyl piperidine-1,4-dicarboxylate), BrCC=1C(=NN(C1)C(C)C)I (4-(bromomethyl)-3-iodo-1-isopropyl-1H-pyrazole). RXN SMILES: [N:1]1([C:12]([O:14][C:15]([CH3:18])([CH3:17])[CH3:16])=[O:13])[CH2:6][CH2:5][CH:4]([C:7]([O:9][CH2:10][CH3:11])=[O:8])[CH2:3][CH2:2]1.C[Si]([N-][Si](C)(C)C)(C)C.[Li+].Br[CH2:30][C:31]1[C:32]([I:39])=[N:33][N:34]([CH:36]([CH3:38])[CH3:37])[CH:35]=1>O1CCCC1>[I:39][C:32]1[C:31]([CH2:30][C:4]2([C:7]([O:9][CH2:10][CH3:11])=[O:8])[CH2:3][CH2:2][N:1]([C:12]([O:14][C:15]([CH3:17])([CH3:16])[CH3:18])=[O:13])[CH2:6][CH2:5]2)=[CH:35][N:34]([CH:36]([CH3:38])[CH3:37])[N:33]=1 |f:1.2|. Conditions: temperature -78 celsius, time 45 minute. Solvent: O1CCCC1 (tetrahydrofuran), O1CCCC1 (tetrahydrofuran). Starting materials: BrC1=CC=CC(=N1)C1=NN(C2=CN=C(C=C21)C=2C=NC=CC2)COCC[Si](C)(C)C (3-(6-bromopyridin-2-yl)-5-(pyridin-3-yl)-1-((2-(trimethylsilyl)ethoxy)methyl)-1H-pyrazolo[3,4-c]pyridine), O=C1CN(CCN1)C(=O)OC(C)(C)C (tert-butyl 3-oxopiperazine-1-carboxylate). Yields the product N1=CC(=CC=C1)C=1C=C2C(=CN1)NN=C2C2=CC=CC(=N2)N2C(CNCC2)=O (1-(6-(5-(pyridin-3-yl)-1H-pyrazolo[3,4-c]pyridin-3-yl)pyridin-2-yl)piperazin-2-one). The yield is 20.0%. As a reaction SMILES: Br[C:2]1[N:7]=[C:6]([C:8]2[C:16]3[C:11](=[CH:12][N:13]=[C:14]([C:17]4[CH:18]=[N:19][CH:20]=[CH:21][CH:22]=4)[CH:15]=3)[N:10](COCC[Si](C)(C)C)[N:9]=2)[CH:5]=[CH:4][CH:3]=1.[O:31]=[C:32]1[NH:37][CH2:36][CH2:35][N:34](C(OC(C)(C)C)=O)[CH2:33]1>>[N:19]1[CH:20]=[CH:21][CH:22]=[C:17]([C:14]2[CH:15]=[C:16]3[C:8]([C:6]4[N:7]=[C:2]([N:37]5[CH2:36][CH2:35][NH:34][CH2:33][C:32]5=[O:31])[CH:3]=[CH:4][CH:5]=4)=[N:9][NH:10][C:11]3=[CH:12][N:13]=2)[CH:18]=1. Procedure details: Following the procedure of Example 224, 3-(6-bromopyridin-2-yl)-5-(pyridin-3-yl)-1-((2-(trimethylsilyl)ethoxy)methyl)-1H-pyrazolo[3,4-c]pyridine and tert-butyl 3-oxopiperazine-1-carboxylate were reacted. The product was deprotected by the procedure of Example 225 and purified via reverse phase HPLC using a gradient of MeOH in water with 0.1% NH4OH to afford 8.0 mg (20%) of 301 over two steps. ESI MS m/z 372.1 (M+1). 1H NMR (400 MHz, DMSO); 14.08 (s, 1H), 9.29 (d, J=2.0 Hz, 1H), 9.25 (s, 1H), 8.9... The reactants are CC(=O)OC1CCCc2cnc3cc(OCc4ccccc4)ccc3c21, CO, [K+], [K+], O=C([O-])[O-]. Yields the product OC1CCCc2cnc3cc(OCc4ccccc4)ccc3c21. As a reaction SMILES: [C:1](=[O:2])([CH3:3])[O:4][CH:5]1[CH2:6][CH2:7][CH2:8][c:9]2[cH:10][n:11][c:12]3[cH:13][c:14]([O:19][CH2:20][c:21]4[cH:22][cH:23][cH:24][cH:25][cH:26]4)[cH:15][cH:16][c:17]3[c:18]21.[CH3:33][OH:34].[K+:27].[K+:28].[O-:29][C:30]([O-:31])=[O:32]>>[OH:4][CH:5]1[CH2:6][CH2:7][CH2:8][c:9]2[cH:10][n:11][c:12]3[cH:13][c:14]([O:19][CH2:20][c:21]4[cH:22][cH:23][cH:24][cH:25][cH:26]4)[cH:15][cH:16][c:17]3[c:18]21.